Dataset: the Open Reaction Database (ORD), a public repository of structured organic reaction records. Task: describe an organic reaction: reactants, conditions, products, and yield Reactants: OCc1ccccc1Br, O=C1CCC2(CC1)OCCO2, C1CCOC1, [Li]CCCC. Product: OCc1ccccc1C1(O)CCC2(CC1)OCCO2. RXN SMILES: [Br:1][c:2]1[c:3]([CH2:4][OH:5])[cH:6][cH:7][cH:8][cH:9]1.[CH2:15]1[CH2:16][O:17][C:18]2([CH2:19][CH2:20][C:21](=[O:24])[CH2:22][CH2:23]2)[O:25]1.[CH2:26]1[O:27][CH2:28][CH2:29][CH2:30]1.[CH3:10][CH2:11][CH2:12][CH2:13][Li:14]>>[c:2]1([C:21]2([OH:24])[CH2:20][CH2:19][C:18]3([O:17][CH2:16][CH2:15][O:25]3)[CH2:23][CH2:22]2)[c:3]([CH2:4][OH:5])[cH:6][cH:7][cH:8][cH:9]1. The reactants are Nc1ccc(Oc2ccc3c(c2)C(=O)CC3)nc1, O=C(O)c1ccc(C(F)(F)F)cc1. Product: Nc1ccc(Oc2cccc3c2CCC3=O)nc1. As a reaction SMILES: [NH2:14][c:15]1[cH:16][cH:17][c:18]([O:21][c:22]2[cH:23][cH:24][c:25]3[c:29]([cH:30]2)[C:28](=[O:31])[CH2:27][CH2:26]3)[n:19][cH:20]1.[OH:1][C:2]([c:3]1[cH:4][cH:5][c:6]([C:7]([F:8])([F:9])[F:10])[cH:11][cH:12]1)=[O:13]>>[NH2:14][c:15]1[cH:16][cH:17][c:18]([O:21][c:22]2[cH:23][cH:24][cH:25][c:29]3[c:30]2[CH2:26][CH2:27][C:28]3=[O:31])[n:19][cH:20]1. Reactants: [Cl-].[NH4+] (ammonium chloride), C(C1=CC=CC=C1)OCC=O (2-benzyloxyacetaldehyde), C1(CCCCC1)CCC[Mg]Br (3-cyclohexylpropylmagnesium bromide). Solvent: C(C)OCC (diethyl ether), C(C)OCC (diethyl ether), C(C)OCC (diethyl ether). Conditions: time 30 minute. The product is C1(CCCCC1)CCCC(O)COCC1=CC=CC=C1 (4-Cyclohexyl-1-(benzyloxymethyl)butanol). Isolated yield 68.0%. RXN SMILES: [CH2:1]([O:8][CH2:9][CH:10]=[O:11])[C:2]1[CH:7]=[CH:6][CH:5]=[CH:4][CH:3]=1.[CH:12]1([CH2:18][CH2:19][CH2:20][Mg]Br)[CH2:17][CH2:16][CH2:15][CH2:14][CH2:13]1.[Cl-].[NH4+]>C(OCC)C>[CH:12]1([CH2:18][CH2:19][CH2:20][CH:10]([CH2:9][O:8][CH2:1][C:2]2[CH:7]=[CH:6][CH:5]=[CH:4][CH:3]=2)[OH:11])[CH2:17][CH2:16][CH2:15][CH2:14][CH2:13]1 |f:2.3|. Reported procedure: A solution of 1.01 g (6.73 mmol) of 2-benzyloxyacetaldehyde in 6 ml of diethyl ether was added dropwise over a period of 3 minutes to 14 ml (8.6 mmol) of a 0.6M diethyl ether solution of 3-cyclohexylpropylmagnesium bromide, whilst ice-cooling, and the resulting mixture was stirred for 30 minutes at the same temperature and then for 10 minutes at room temperature. In order to stop the reaction, a saturated aqueous solution of ammonium chloride was added to the reaction mixture. The reaction mixtu... Reactants: Cc1cc2c3c(cc(C)c2[nH]c1=O)C(C)C(C(C)Br)O3, CN(C)C=O, [N-]=[N+]=[N-], [Na+], O. Product: Cc1cc2c3c(cc(C)c2[nH]c1=O)C(C)C(C(C)N=[N+]=[N-])O3. As a reaction SMILES: [Br:1][CH:2]([CH3:3])[CH:4]1[CH:5]([CH3:20])[c:6]2[c:7]([c:8]3[cH:9][c:10]([CH3:18])[c:11](=[O:17])[nH:12][c:13]3[c:14]([CH3:16])[cH:15]2)[O:19]1.[CH3:25][N:26]([CH3:27])[CH:28]=[O:29].[N-:22]=[N+:23]=[N-:24].[Na+:21].[OH2:30]>>[CH:2]([CH3:3])([CH:4]1[CH:5]([CH3:20])[c:6]2[c:7]([c:8]3[cH:9][c:10]([CH3:18])[c:11](=[O:17])[nH:12][c:13]3[c:14]([CH3:16])[cH:15]2)[O:19]1)[N:22]=[N+:23]=[N-:24]. The reactants are N1[C@H](C(=O)O)CCC1.C(C1=CC=CC=C1)NC([C@@H](N)[C@@H](C)CC)=O (L-proline L-isoleucine benzylamide), O(C1=CC=CC=C1)C1=C(C=CC=C1)C(CCl)=O (2'-phenoxy-2-chloroacetophenone), O(C1=CC=CC=C1)C1=C(C(=O)O)C=CC=C1 (2-phenoxybenzoic acid). Product: O(C1=CC=CC=C1)C1=C(C=CC=C1)C(CN1[C@H](C(=O)N(C([C@@H](N)[C@@H](C)CC)=O)CC2=CC=CC=C2)CCC1)=O (L-isoleucine, N-[1-(2-(2-phenoxyphenyl)-2-oxoethyl)-L-prolyl] benzylamide). As a reaction SMILES: [NH:1]1[CH2:8][CH2:7][CH2:6][C@H:2]1[C:3]([OH:5])=O.[CH2:9]([NH:16][C:17](=[O:24])[C@H:18]([C@H:20]([CH2:22][CH3:23])[CH3:21])[NH2:19])[C:10]1[CH:15]=[CH:14][CH:13]=[CH:12][CH:11]=1.[O:25]([C:32]1[CH:37]=[CH:36][CH:35]=[CH:34][C:33]=1[C:38](=[O:41])[CH2:39]Cl)[C:26]1[CH:31]=[CH:30][CH:29]=[CH:28][CH:27]=1.O(C1C=CC=CC=1C(O)=O)C1C=CC=CC=1>>[O:25]([C:32]1[CH:37]=[CH:36][CH:35]=[CH:34][C:33]=1[C:38](=[O:41])[CH2:39][N:1]1[CH2:8][CH2:7][CH2:6][C@H:2]1[C:3]([N:16]([CH2:9][C:10]1[CH:15]=[CH:14][CH:13]=[CH:12][CH:11]=1)[C:17](=[O:24])[C@H:18]([C@H:20]([CH2:22][CH3:23])[CH3:21])[NH2:19])=[O:5])[C:26]1[CH:27]=[CH:28][CH:29]=[CH:30][CH:31]=1 |f:0.1|. Procedure: Using the procedure described in Example 5, treatment of L-proline-L-isoleucine benzylamide (200 mg, 0.63 mmol) with 2'-phenoxy-2-chloroacetophenone (233 mg, 0.95 mmol, 1.5 eq; prepared from 2-phenoxybenzoic acid by the method described in Example 1) provided 40 mg of L-isoleucine, N-[1-(2-(2-phenoxyphenyl)-2-oxoethyl)-L-prolyl] benzylamide as a foam. Reactants: CC(=O)[O-], CC(=O)[O-], OB(O)C1CC1, ClCCCl, [Cu+2], Ic1cn[nH]c1, [Na+], [Na+], O=C([O-])[O-], c1ccc(-c2ccccn2)nc1. As a reaction SMILES: [C:35]([O-:36])(=[O:37])[CH3:38].[C:40]([O-:41])(=[O:42])[CH3:43].[CH:7]1([B:10]([OH:11])[OH:12])[CH2:8][CH2:9]1.[Cl:31][CH2:32][CH2:33][Cl:34].[Cu+2:39].[I:1][c:2]1[cH:3][n:4][nH:5][cH:6]1.[Na+:13].[Na+:14].[O-:15][C:16](=[O:17])[O-:18].[n:19]1[cH:20][cH:21][cH:22][cH:23][c:24]1-[c:25]1[cH:26][cH:27][cH:28][cH:29][n:30]1>>[I:1][c:2]1[cH:3][n:4]([CH:7]2[CH2:8][CH2:9]2)[n:5][cH:6]1. Yields the product Ic1cnn(C2CC2)c1. Reactants: Brc1ccc2nnn(Cc3cccc(-c4ncc(OCCN5CCOCC5)cn4)c3)c2c1, Cn1cc(B2OC(C)(C)C(C)(C)O2)cn1, COCCOC, [K+], [K+], [K+], O, O, O, O=P([O-])([O-])[O-]. Yields the product Cn1cc(-c2ccc3nnn(Cc4cccc(-c5ncc(OCCN6CCOCC6)cn5)c4)c3c2)cn1. As a reaction SMILES: [Br:1][c:2]1[cH:3][cH:4][c:5]2[c:6]([n:7]([CH2:10][c:11]3[cH:12][c:13](-[c:17]4[n:18][cH:19][c:20]([O:23][CH2:24][CH2:25][N:26]5[CH2:27][CH2:28][O:29][CH2:30][CH2:31]5)[cH:21][n:22]4)[cH:14][cH:15][cH:16]3)[n:8][n:9]2)[cH:32]1.[CH3:33][n:34]1[n:35][cH:36][c:37]([B:39]2[O:40][C:41]([CH3:42])([CH3:43])[C:44]([CH3:45])([CH3:46])[O:47]2)[cH:38]1.[CH3:59][O:60][CH2:61][CH2:62][O:63][CH3:64].[K+:56].[K+:57].[K+:58].[OH2:48].[OH2:49].[OH2:50].[P:51]([O-:52])([O-:53])([O-:54])=[O:55]>>[c:2]1(-[c:37]2[cH:36][n:35][n:34]([CH3:33])[cH:38]2)[cH:3][cH:4][c:5]2[c:6]([n:7]([CH2:10][c:11]3[cH:12][c:13](-[c:17]4[n:18][cH:19][c:20]([O:23][CH2:24][CH2:25][N:26]5[CH2:27][CH2:28][O:29][CH2:30][CH2:31]5)[cH:21][n:22]4)[cH:14][cH:15][cH:16]3)[n:8][n:9]2)[cH:32]1. The reactants are ClC=1C=C(C=CC1)[C@@H]([C@H]1CN(CCC1)C(=O)OC(C)(C)C)OCC#N ((R)-tert-butyl 3-((R)-(3-chlorophenyl)(cyanomethoxy)methyl)piperidine-1-carboxylate), S(C)C (Me2S). Solvent: C1CCOC1 (THF), C1CCOC1 (THF). Product: NCCO[C@H]([C@H]1CN(CCC1)C(=O)OC(C)(C)C)C1=CC(=CC=C1)Cl ((R)-tert-butyl 3-((R)-(2-aminoethoxy)(3-chlorophenyl)methyl)piperidine 1-carboxylate). As a reaction SMILES: [Cl:1][C:2]1[CH:3]=[C:4]([C@H:8]([O:22][CH2:23][C:24]#[N:25])[C@@H:9]2[CH2:14][CH2:13][CH2:12][N:11]([C:15]([O:17][C:18]([CH3:21])([CH3:20])[CH3:19])=[O:16])[CH2:10]2)[CH:5]=[CH:6][CH:7]=1.S(C)C>C1COCC1>[NH2:25][CH2:24][CH2:23][O:22][C@@H:8]([C:4]1[CH:5]=[CH:6][CH:7]=[C:2]([Cl:1])[CH:3]=1)[C@@H:9]1[CH2:14][CH2:13][CH2:12][N:11]([C:15]([O:17][C:18]([CH3:21])([CH3:19])[CH3:20])=[O:16])[CH2:10]1. Reported procedure: (R)-tert-butyl 3-((R)-(3-chlorophenyl)(cyanomethoxy)methyl)piperidine-1-carboxylate (36.8 g, 0.10 mol) was dissolved in anhydrous THF (350 mL), and the solution was heated under reflux under a nitrogen atmosphere. A solution of BH3.Me2S (30 mL, 0.30 mol) in THF was added drop wise, and stirring was continued under reflux overnight. The resulting solution was cooled to room temperature. The reaction was quenched by careful, drop wise addition of MeOH until bubbling ceased. After evaporation of th...